The task is: describe an organic reaction: reactants, conditions, products, and yield. This data is from the Open Reaction Database (ORD), a public repository of structured organic reaction records. Starting materials: O=C([O-])[O-], O=C(Cl)C=Cc1ccccc1, CC1CNCCN1c1ccccc1C1CC1, [Na+], [Na+], c1ccccc1. Product: CC1CN(C(=O)C=Cc2ccccc2)CCN1c1ccccc1C1CC1, Cl. RXN SMILES: [C:17](=[O:18])([O-:19])[O-:20].[C:23]([CH:24]=[CH:25][c:26]1[cH:27][cH:28][cH:29][cH:30][cH:31]1)(=[O:32])[Cl:33].[CH:1]1([c:4]2[c:5]([N:10]3[CH:11]([CH3:16])[CH2:12][NH:13][CH2:14][CH2:15]3)[cH:6][cH:7][cH:8][cH:9]2)[CH2:2][CH2:3]1.[Na+:21].[Na+:22].[cH:34]1[cH:35][cH:36][cH:37][cH:38][cH:39]1>>[CH:1]1([c:4]2[c:5]([N:10]3[CH:11]([CH3:16])[CH2:12][N:13]([C:23]([CH:24]=[CH:25][c:26]4[cH:27][cH:28][cH:29][cH:30][cH:31]4)=[O:32])[CH2:14][CH2:15]3)[cH:6][cH:7][cH:8][cH:9]2)[CH2:2][CH2:3]1.[ClH:33]. The solvent is C(C)O (ethanol). The reactants are C1(=CC=CC=C1)CCCCC=1OC2=C(N1)C=CC=1CCC(C12)=CC#N ([2-(4-phenylbutyl)-6,7-dihydro-8H-indeno[5,4-d][1,3]oxazol-8-ylidene]acetonitrile), N.C(C)O (ammonia ethanol). Product: C1(=CC=CC=C1)CCCCC=1OC2=C(N1)C=CC=1CCC(C12)=CCN (2-[2-(4-Phenylbutyl)-6,7-dihydro-8H-indeno[5,4-d][1,3]oxazol-8-ylidene]ethanamine). The reagents and catalysts are [Co] (cobalt). As a reaction SMILES: [C:1]1([CH2:7][CH2:8][CH2:9][CH2:10][C:11]2[O:12][C:13]3[C:22]4[C:21](=[CH:23][C:24]#[N:25])[CH2:20][CH2:19][C:18]=4[CH:17]=[CH:16][C:14]=3[N:15]=2)[CH:6]=[CH:5][CH:4]=[CH:3][CH:2]=1.N.C(O)C>C(O)C.[Co]>[C:1]1([CH2:7][CH2:8][CH2:9][CH2:10][C:11]2[O:12][C:13]3[C:22]4[C:21](=[CH:23][CH2:24][NH2:25])[CH2:20][CH2:19][C:18]=4[CH:17]=[CH:16][C:14]=3[N:15]=2)[CH:6]=[CH:5][CH:4]=[CH:3][CH:2]=1 |f:1.2|. Reaction conditions: time 3 hour. Reported procedure: To a solution of [2-(4-phenylbutyl)-6,7-dihydro-8H-indeno[5,4-d][1,3]oxazol-8-ylidene]acetonitrile (125 mg, 0.382 mmol) in ethanol (2.4 mL) were added Raney cobalt (1.2 g) and 2N ammonia/ethanol solution (1.2 mL), and the mixture was stirred at room temperature for 3 hr under a hydrogen atmosphere. The catalyst was filtered off using celite, and the filtrate was concentrated under reduced pressure to give the title compound. The obtained title compound was used for the reaction of Examples 6 and... Reactants: [C@H]1([C@H](O)[C@@H](O)[C@@H](O)[C@H](O1)CO)OC[C@@H]1[C@H]([C@@H]([C@H]([C@@H](O)O1)O)O)O (6-O-α-D-galactopyranosyl-α-D-glucopyranose), C(C)(=O)OC(C)=O (acetic anhydride), S(=O)(=O)([O-])[O-].[Ca+2] (calcium sulfate), C(C1=CC=CC=C1)(C1=CC=CC=C1)(C1=CC=CC=C1)Cl (trityl chloride). Solvent: N1=CC=CC=C1 (pyridine). Conditions: temperature 90 celsius, time 2 hour. Product: C(C1=CC=CC=C1)(C1=CC=CC=C1)(C1=CC=CC=C1)OC[C@@H]1[C@@H]([C@@H]([C@H]([C@H](O1)OC[C@@H]1[C@H]([C@@H]([C@H]([C@@H](O)O1)O)O)O)O)O)O (6-O-(6-O-trityl-α-D-galactopyranosyl)-α-D-glucopyranose). Reaction SMILES: [C@H:1]1([O:12][CH2:13][C@H:14]2[O:20][C@H:18]([OH:19])[C@H:17]([OH:21])[C@@H:16]([OH:22])[C@@H:15]2[OH:23])[O:9][C@H:8]([CH2:10][OH:11])[C@H:6]([OH:7])[C@H:4]([OH:5])[C@H:2]1[OH:3].S([O-])([O-])(=O)=O.[Ca+2].[C:30](Cl)([C:43]1[CH:48]=[CH:47][CH:46]=[CH:45][CH:44]=1)([C:37]1[CH:42]=[CH:41][CH:40]=[CH:39][CH:38]=1)[C:31]1[CH:36]=[CH:35][CH:34]=[CH:33][CH:32]=1.C(OC(=O)C)(=O)C>N1C=CC=CC=1>[C:30]([O:11][CH2:10][C@H:8]1[O:9][C@H:1]([O:12][CH2:13][C@H:14]2[O:20][C@H:18]([OH:19])[C@H:17]([OH:21])[C@@H:16]([OH:22])[C@@H:15]2[OH:23])[C@H:2]([OH:3])[C@@H:4]([OH:5])[C@H:6]1[OH:7])([C:31]1[CH:36]=[CH:35][CH:34]=[CH:33][CH:32]=1)([C:43]1[CH:44]=[CH:45][CH:46]=[CH:47][CH:48]=1)[C:37]1[CH:38]=[CH:39][CH:40]=[CH:41][CH:42]=1 |f:1.2|. Procedure details: A 5.13 g portion of anhydrous 6-O-α-D-galactopyranosyl-α-D-glucopyranose is suspended in 50 ml of pyridine and 5.0 g of anhydrous calcium sulfate is added. This mixture is heated at 90° C. for 30 minutes, then 4.6 g of trityl chloride is added and heating and stirring are continued for 2 hours. The solution is cooled to room temperature, 10 ml of acetic anhydride is added and the mixture is allowed to stand overnight. The mixture is poured into crushed ice and the solid is filtered, washed with ... Starting materials: C(CC)N(C(CC1=CC(=C(C=C1)OCC1=CC=CC=C1)[N+](=O)[O-])=O)CCC (2-(4-benzyloxy-3-nitrophenyl)acetic acid dipropylamide), [H][H] (hydrogen). The reagents and catalysts are [Ni] (Raney nickel). Solvent: CO (methanol). Conditions: time 4.5 hour. Yields the product C(CC)N(C(CC1=CC(=C(C=C1)OCC1=CC=CC=C1)N)=O)CCC (2-(3-amino-4-benzyloxyphenyl)acetic acid dipropylamide). Yield: 73.7%. Reaction SMILES: [CH2:1]([N:4]([CH2:25][CH2:26][CH3:27])[C:5](=[O:24])[CH2:6][C:7]1[CH:12]=[CH:11][C:10]([O:13][CH2:14][C:15]2[CH:20]=[CH:19][CH:18]=[CH:17][CH:16]=2)=[C:9]([N+:21]([O-])=O)[CH:8]=1)[CH2:2][CH3:3].[H][H]>[Ni].CO>[CH2:25]([N:4]([CH2:1][CH2:2][CH3:3])[C:5](=[O:24])[CH2:6][C:7]1[CH:12]=[CH:11][C:10]([O:13][CH2:14][C:15]2[CH:20]=[CH:19][CH:18]=[CH:17][CH:16]=2)=[C:9]([NH2:21])[CH:8]=1)[CH2:26][CH3:27]. Procedure: In the presence of Raney nickel, 36.0 g of 2-(4-benzyloxy-3-nitrophenyl)acetic acid dipropylamide is hydrogenated in 600 ml of methanol until 6.7 l of hydrogen has been absorbed, which takes about 4.5 hours. The crude product obtained after removing the catalyst by filtration and after evaporation is chromatographed on silica gel with cyclohexane/ethyl acetate (1:1), thus obtaining 24.4 g of pure 2-(3-amino-4-benzyloxyphenyl)acetic acid dipropylamide as an oil.